This data is from the Open Reaction Database (ORD), a public repository of structured organic reaction records. The task is: describe an organic reaction: reactants, conditions, products, and yield Starting materials: OBO, CN(C)CC1Cc2ccccc2N(C(=O)CCc2ccc(Br)cc2)C1, Cc1ccccc1, Cc1ccccc1, CCO, [Na+], [Na+], O=C([O-])[O-], O, Cc1ccc(S(=O)(=O)O)cc1, c1ccc(P(c2ccccc2)(c2ccccc2)[Pd](P(c2ccccc2)(c2ccccc2)c2ccccc2)(P(c2ccccc2)(c2ccccc2)c2ccccc2)P(c2ccccc2)(c2ccccc2)c2ccccc2)cc1. The product is Cc1ccc(CCC(=O)N2CC(CN(C)C)Cc3ccccc32)cc1, Cc1ccc(S(=O)(=O)O)cc1. Reaction SMILES: [BH:43]([OH:44])[OH:45].[Br:18][c:19]1[cH:20][cH:21][c:22]([CH2:25][CH2:26][C:27](=[O:28])[N:29]2[CH2:30][CH:31]([CH2:39][N:40]([CH3:41])[CH3:42])[CH2:32][c:33]3[cH:34][cH:35][cH:36][cH:37][c:38]32)[cH:23][cH:24]1.[CH3:46][c:47]1[cH:48][cH:49][cH:50][cH:51][cH:52]1.[CH3:54][c:55]1[cH:56][cH:57][cH:58][cH:59][cH:60]1.[CH3:61][CH2:62][OH:63].[Na+:1].[Na+:2].[O-:3][C:4](=[O:5])[O-:6].[OH2:53].[c:7]1([CH3:17])[cH:8][cH:9][c:10]([S:13](=[O:14])(=[O:15])[OH:16])[cH:11][cH:12]1.[cH:64]1[cH:65][cH:66][c:67]([P:68]([Pd:69]([P:70]([c:71]2[cH:72][cH:73][cH:74][cH:75][cH:76]2)([c:77]2[cH:78][cH:79][cH:80][cH:81][cH:82]2)[c:83]2[cH:84][cH:85][cH:86][cH:87][cH:88]2)([P:89]([c:90]2[cH:91][cH:92][cH:93][cH:94][cH:95]2)([c:96]2[cH:97][cH:98][cH:99][cH:100][cH:101]2)[c:102]2[cH:103][cH:104][cH:105][cH:106][cH:107]2)[P:108]([c:109]2[cH:110][cH:111][cH:112][cH:113][cH:114]2)([c:115]2[cH:116][cH:117][cH:118][cH:119][cH:120]2)[c:121]2[cH:122][cH:123][cH:124][cH:125][cH:126]2)([c:127]2[cH:128][cH:129][cH:130][cH:131][cH:132]2)[c:133]2[cH:134][cH:135][cH:136][cH:137][cH:138]2)[cH:139][cH:140]1>>[CH3:4][c:19]1[cH:20][cH:21][c:22]([CH2:25][CH2:26][C:27](=[O:28])[N:29]2[CH2:30][CH:31]([CH2:39][N:40]([CH3:41])[CH3:42])[CH2:32][c:33]3[cH:34][cH:35][cH:36][cH:37][c:38]32)[cH:23][cH:24]1.[c:7]1([CH3:17])[cH:8][cH:9][c:10]([S:13](=[O:14])(=[O:15])[OH:16])[cH:11][cH:12]1.